Dataset: the Open Reaction Database (ORD), a public repository of structured organic reaction records. Task: describe an organic reaction: reactants, conditions, products, and yield Starting materials: CCOC(C)=O, CC#N, OCc1cn(-c2ccc(I)c(F)c2)cn1, [N-]=[N+]=[N-], [Na+], O, O=S(Cl)Cl. The product is NCc1cn(-c2ccc(I)c(F)c2)cn1. As a reaction SMILES: [CH3:21][CH2:22][O:23][C:24]([CH3:25])=[O:26].[CH3:27][C:28]#[N:29].[F:1][c:2]1[cH:3][c:4](-[n:9]2[cH:10][n:11][c:12]([CH2:14][OH:15])[cH:13]2)[cH:5][cH:6][c:7]1[I:8].[N-:16]=[N+:17]=[N-:18].[Na+:19].[OH2:20].[S:30]([Cl:31])([Cl:32])=[O:33]>>[F:1][c:2]1[cH:3][c:4](-[n:9]2[cH:10][n:11][c:12]([CH2:14][NH2:16])[cH:13]2)[cH:5][cH:6][c:7]1[I:8]. Starting materials: FC1=CC=C(C=C1)C(C1CCNCC1)C1=CC=C(C=C1)F (4-[bis(4-fluorophenyl)methyl]piperidine), BrCCOC1=C(C=CC=C1Cl)Cl (2-(2-bromoethoxy)-1,3-dichlorobenzene), CCCCCC.C(C)(=O)OCC (hexane ethyl acetate). Run in C(CCC)O (1-butanol). Yields the product FC1=CC=C(C=C1)C(C1CCN(CC1)CCOC1=C(C=CC=C1Cl)Cl)C1=CC=C(C=C1)F (4[Bis(4-fluorophenyl)methyl]-1-[2-(2,6-dichlorophenoxy)ethyl]-piperidine). As a reaction SMILES: [F:1][C:2]1[CH:7]=[CH:6][C:5]([CH:8]([C:15]2[CH:20]=[CH:19][C:18]([F:21])=[CH:17][CH:16]=2)[CH:9]2[CH2:14][CH2:13][NH:12][CH2:11][CH2:10]2)=[CH:4][CH:3]=1.Br[CH2:23][CH2:24][O:25][C:26]1[C:31]([Cl:32])=[CH:30][CH:29]=[CH:28][C:27]=1[Cl:33].CCCCCC.C(OCC)(=O)C>C(O)CCC>[F:21][C:18]1[CH:17]=[CH:16][C:15]([CH:8]([C:5]2[CH:6]=[CH:7][C:2]([F:1])=[CH:3][CH:4]=2)[CH:9]2[CH2:14][CH2:13][N:12]([CH2:23][CH2:24][O:25][C:26]3[C:27]([Cl:33])=[CH:28][CH:29]=[CH:30][C:31]=3[Cl:32])[CH2:11][CH2:10]2)=[CH:20][CH:19]=1 |f:2.3|. Reported procedure: A mixture of 6.13 g (0.021 mole) of 4-[bis(4-fluorophenyl)methyl]piperidine, 5.38 g (0.03 mole) of 2-(2-bromoethoxy)-1,3-dichlorobenzene was heated overnight at gentle reflux in 200 ml of 1-butanol. The reaction mixture was filtered and stripped to dryness. The residue was dissolved in chloroform and extracted with water and 5% sodium hydroxide solution. The oil which was obtained was chromotagraphed on 300 g of silica gel using hexane-ethyl acetate (50/50 v/v) as eluant. The fractions containin... Reactants: [H][H] (Hydrogen), C=O (formaldehyde), CN(C1=NC(=CC(=N1)O)C)C (2-dimethylamino-4-hydroxy-6-methylpyrimidine), C(C)(=O)O (acetic acid), [H][H] (hydrogen). The reagents and catalysts are [Pd] (palladium on carbon), C(C)(=O)[O-].[Zn+2].C(C)(=O)[O-] (zinc acetate). The solvent is O (water), O (water), O (water). Run at temperature 100 celsius, time 17 hour. Yields the product 283, CN(C1=NC(=C(C(=N1)C)C)O)C (2-dimethylamino-4,5-dimethyl-6-hydroxypyrimidine). Reaction SMILES: [CH3:1][N:2]([CH3:11])[C:3]1[N:8]=[C:7]([OH:9])[CH:6]=[C:5]([CH3:10])[N:4]=1.[C:12](O)(=O)C.[H][H].C=O>[Pd].O.C([O-])(=O)C.[Zn+2].C([O-])(=O)C>[CH3:1][N:2]([CH3:11])[C:3]1[N:4]=[C:5]([CH3:10])[C:6]([CH3:12])=[C:7]([OH:9])[N:8]=1 |f:6.7.8|. Procedure: 382.5 Parts of 2-dimethylamino-4-hydroxy-6-methylpyrimidine, 50 parts of zinc acetate and 35 parts of a 50% aqueous paste of a 3% palladium on carbon catalyst are stirred in 2500 parts of acetic acid and 1000 parts of water in a closed container. Hydrogen is then passed into the reaction vessel to a pressure of 3 bar and the temperature is raised to 100° C. 285 parts of 36% formaldehyde diluted with 500 parts of water are added over 6 hours, maintaining a hydrogen pressure of 3 bar and temperatu... Reactants: N([C@@H](COCC1=CC=CC=C1)C(=O)OC(C)(C)C)N1CCOCC1 (Morpholino-Ser(OBn)-OtBu), C(=O)(C(F)(F)F)O (TFA). Solvent: C(Cl)Cl (CH2Cl2). Product: N1CCOCC1.N[C@@H](COCC1=CC=CC=C1)C(=O)O (morpholine Ser(OBn)). RXN SMILES: [NH:1]([N:19]1[CH2:24][CH2:23][O:22][CH2:21][CH2:20]1)[C@H:2]([C:12]([O:14]C(C)(C)C)=[O:13])[CH2:3][O:4][CH2:5][C:6]1[CH:11]=[CH:10][CH:9]=[CH:8][CH:7]=1.C(O)(C(F)(F)F)=O>C(Cl)Cl>[NH:19]1[CH2:24][CH2:23][O:22][CH2:21][CH2:20]1.[NH2:1][C@H:2]([C:12]([OH:14])=[O:13])[CH2:3][O:4][CH2:5][C:6]1[CH:7]=[CH:8][CH:9]=[CH:10][CH:11]=1 |f:3.4|. Procedure: Morpholino-Ser(OBn) was prepared from N-Fmoc-Ser(OBn). Esterification of N-Fmoc-Ser(OBn) with isobutylene in the presence of a catalytic amount of H2SO4 afforded N-Fmoc-Ser(OBn)-OtBu. The Fmoc group was removed with piperidine in CH2Cl2 to produce Ser(OBn)-OtBu. Reaction of Ser(OBn)-OtBu with 4-morpholinecarbonyl chloride in pyridine yielded morpholino-Ser(OBn)-OtBu. Morpholino-Ser(OBn)-OtBu was hydrolyzed with TFA in CH2Cl2 to yield morpholine-Ser(OBn).